Dataset: the Open Reaction Database (ORD), a public repository of structured organic reaction records. Task: describe an organic reaction: reactants, conditions, products, and yield The reactants are CC1(OB(OC1(C)C)C=1C=C2CCC(N3C2=C(C1)CC3)=O)C (8-(4,4,5,5-tetramethyl-1,3,2-dioxaborolan-2-yl)-5,6-dihydro-1H-pyrrolo[3,2,1-ij]quinolin-4(2H)-one), BrC=1C=C(C=NC1)CNS(=O)(=O)CC (ethanesulfonic acid (5-bromo-pyridin-3-ylmethyl)-amide). The product is O=C1N2C3=C(C=C(C=C3CC1)C=1C=C(C=NC1)CNS(=O)(=O)CC)CC2 (Ethanesulfonic acid [5-(4-oxo-1,2,5,6-tetrahydro-4H-pyrrolo[3,2,1-ij]quinolin-8-yl)-pyridin-3-ylmethyl]-amide). RXN SMILES: CC1(C)C(C)(C)OB([C:9]2[CH:10]=[C:11]3[C:16]4=[C:17]([CH2:19][CH2:20][N:15]4[C:14](=[O:21])[CH2:13][CH2:12]3)[CH:18]=2)O1.Br[C:24]1[CH:25]=[C:26]([CH2:30][NH:31][S:32]([CH2:35][CH3:36])(=[O:34])=[O:33])[CH:27]=[N:28][CH:29]=1>>[O:21]=[C:14]1[CH2:13][CH2:12][C:11]2[C:16]3=[C:17]([CH2:19][CH2:20][N:15]13)[CH:18]=[C:9]([C:24]1[CH:25]=[C:26]([CH2:30][NH:31][S:32]([CH2:35][CH3:36])(=[O:33])=[O:34])[CH:27]=[N:28][CH:29]=1)[CH:10]=2. Procedure: In analogy to the procedure described for the preparation of example 45, 8-(4,4,5,5-tetramethyl-1,3,2-dioxaborolan-2-yl)-5,6-dihydro-1H-pyrrolo[3,2,1-ij]quinolin-4(2H)-one has been coupled to ethanesulfonic acid (5-bromo-pyridin-3-ylmethyl)-amide (intermediate A-11) to give the title compound as a colorless amorphous solid. MS: 372.2 (M+H+).